From a dataset of the Open Reaction Database (ORD), a public repository of structured organic reaction records. describe an organic reaction: reactants, conditions, products, and yield The reactants are N([C@@H](CC1=CC=C(C=C1)O)C(=O)NCC(=O)NCC(=O)O)C(=O)OCC1=CC=CC=C1 (Z-Tyr-Gly-Gly-OH), CN1CCOCC1 (N-methyl morpholine), ClC(=O)OCC(C)C (isobutyl chloroformate), N[C@@H](CC1=CC=CC=C1)C(=O)OCC#N (H-L-Phe-OCH2CN), Cl (HCl), CN1CCOCC1 (N-methyl morpholine). The solvent is C(C)(=O)OCC (ethyl acetate), CN(C)C=O (DMF). Product: N([C@@H](CC1=CC=C(C=C1)O)C(=O)NCC(=O)NCC(=O)N[C@@H](CC1=CC=CC=C1)C(=O)OCC#N)C(=O)OCC1=CC=CC=C1 (Z-Tyr-Gly-Gly-Phe-OCH2CN). Yield: 62.0%. As a reaction SMILES: [NH:1]([C:22]([O:24][CH2:25][C:26]1[CH:31]=[CH:30][CH:29]=[CH:28][CH:27]=1)=[O:23])[C@H:2]([C:11]([NH:13][CH2:14][C:15]([NH:17][CH2:18][C:19](O)=[O:20])=[O:16])=[O:12])[CH2:3][C:4]1[CH:9]=[CH:8][C:7]([OH:10])=[CH:6][CH:5]=1.CN1CCOCC1.ClC(OCC(C)C)=O.[NH2:47][C@H:48]([C:56]([O:58][CH2:59][C:60]#[N:61])=[O:57])[CH2:49][C:50]1[CH:55]=[CH:54][CH:53]=[CH:52][CH:51]=1.Cl>CN(C=O)C.C(OCC)(=O)C>[NH:1]([C:22]([O:24][CH2:25][C:26]1[CH:27]=[CH:28][CH:29]=[CH:30][CH:31]=1)=[O:23])[C@H:2]([C:11]([NH:13][CH2:14][C:15]([NH:17][CH2:18][C:19]([NH:47][C@H:48]([C:56]([O:58][CH2:59][C:60]#[N:61])=[O:57])[CH2:49][C:50]1[CH:55]=[CH:54][CH:53]=[CH:52][CH:51]=1)=[O:20])=[O:16])=[O:12])[CH2:3][C:4]1[CH:9]=[CH:8][C:7]([OH:10])=[CH:6][CH:5]=1. Procedure: 300 mg (0.69 mmole) of Z-Tyr-Gly-Gly-OH was dissolved in 5 mL dry THR, and the temperature was lowered to -10° C. in a dry ice/ethylene glycol bath. One equivalent of N-methyl morpholine and 1 equivalent of isobutyl chloroformate was added with stirring. One equivalent of H-L-Phe-OCH2CN, HCl (166 mg), and 1 equivalent of N-methyl morpholine dissolved in 2 mL DMF was added and the solution stirred for 5 minutes. The reaction was allowed to come to room temperature, then diluted with six volumes o... The reactants are C(C1=CC=CC=C1)N1CC(CC1)=O (1-benzyl-pyrrolidin-3-one), CC(C)(C)[O-].[K+] (Potassium tert-butylate), [NH4+].[Cl-] (NH4Cl). Reagents/catalysts: [Br-].C[P+](C1=CC=CC=C1)(C1=CC=CC=C1)C1=CC=CC=C1 (methyltriphenylphosphonium bromide). The solvent is C1CCOC1 (THF), C1CCOC1 (THF). Reaction conditions: time 30 minute. Yields the product C(C1=CC=CC=C1)N1CC(CC1)=C (1-benzyl-3-methylenepyrrolidine). Reaction SMILES: [CH3:1]C([O-])(C)C.[K+].[CH2:7]([N:14]1[CH2:18][CH2:17][C:16](=O)[CH2:15]1)[C:8]1[CH:13]=[CH:12][CH:11]=[CH:10][CH:9]=1.[NH4+].[Cl-]>[Br-].C[P+](C1C=CC=CC=1)(C1C=CC=CC=1)C1C=CC=CC=1.C1COCC1>[CH2:7]([N:14]1[CH2:18][CH2:17][C:16](=[CH2:1])[CH2:15]1)[C:8]1[CH:13]=[CH:12][CH:11]=[CH:10][CH:9]=1 |f:0.1,3.4,5.6|. Procedure: Potassium tert-butylate (2.1 g, 18.8 mmol, dissolved in 20 ml abs. THF) was added to a suspension of methyltriphenylphosphonium bromide (7.5 g, 21 mmol) in dry THF (20 ml) under argon at 0° C. within 30 min. The yellow reaction mixture was stirred for 30 min at 0° C. before 1-benzyl-pyrrolidin-3-one (2.46 g, 15 mmol) dissolved in abs. THF (20 ml) was added dropwise within 30 min at 0° C. The mixture obtained was left for 30 min at 0° C., brought to RT within 1 h and stirred for a further 15 h. F... Starting materials: CCCCCCNc1nc(C)no1, CC(=O)OC(C)=O. Product: CCCCCCN(C(C)=O)c1nc(C)no1. As a reaction SMILES: [CH2:1]([CH2:2][CH2:3][CH2:4][CH2:5][CH3:6])[NH:7][c:8]1[n:9][c:10]([CH3:13])[n:11][o:12]1.[CH3:14][C:15](=[O:16])[O:17][C:18](=[O:19])[CH3:20]>>[CH2:1]([CH2:2][CH2:3][CH2:4][CH2:5][CH3:6])[N:7]([c:8]1[n:9][c:10]([CH3:13])[n:11][o:12]1)[C:15]([CH3:14])=[O:16]. The reactants are BrCC(=O)C1=CC=C(C=C1)Br (2,4′-dibromoacetophenone), C(CC(=O)C)(=O)OCC (ethyl acetoacetate), C([O-])([O-])=O.[K+].[K+] (potassium carbonate). Solvent: CC(CC)=O (2-butanone). The product is C(C)(=O)C(C(=O)OCC)CC(=O)C1=CC=C(C=C1)Br (ethyl 2-acetyl-4-(4-bromophenyl)-4-oxobutanoate). Reaction SMILES: Br[CH2:2][C:3]([C:5]1[CH:10]=[CH:9][C:8]([Br:11])=[CH:7][CH:6]=1)=[O:4].[C:12]([O:18][CH2:19][CH3:20])(=[O:17])[CH2:13][C:14]([CH3:16])=[O:15].C(=O)([O-])[O-].[K+].[K+]>CC(=O)CC>[C:14]([CH:13]([CH2:2][C:3]([C:5]1[CH:10]=[CH:9][C:8]([Br:11])=[CH:7][CH:6]=1)=[O:4])[C:12]([O:18][CH2:19][CH3:20])=[O:17])(=[O:15])[CH3:16] |f:2.3.4|. Procedure details: A mixture of 2,4′-dibromoacetophenone (3.0 g, 10.8 mmol), ethyl acetoacetate (1.48 mL, 10.8 mmol) and potassium carbonate (4.5 g, 32.4 mmol) were heated in 2-butanone (50 mL) at reflux for 24 hours. Upon cooling, the mixture was filtered over diatomaceous earth and concentrated. The residue was purified by chromatography with DCM to provide the title compound as an oil. 1H NMR (CDCl3) δ ppm 1.30 (3H), 2.10 (3H), 3.19 (2H), 3.75 (1H), 4.15 (2H), 7.50 (2H), 7.81 (2H); MS (ESI) m/z 326/328. Starting materials: ClC1=NC(=CC2=CC=CC=C12)NC1=NNC(=C1)C ((1-chloro-isoquinolin-3-yl)-(5-methyl-1H-pyrazol-3-yl)-amine), C(CCC)OC1=CC=C(C=C1)N (4-butoxy-phenylamine). Yields the product C(CCC)OC1=CC=C(C=C1)NC1=NC(=CC2=CC=CC=C12)NC1=NNC=C1 (N1-(4-butoxy-phenyl)-N3-(1H-pyrazol-3-yl)-isoquinoline-1,3-diamine). As a reaction SMILES: Cl[C:2]1[C:11]2[C:6](=[CH:7][CH:8]=[CH:9][CH:10]=2)[CH:5]=[C:4]([NH:12][C:13]2[CH:17]=[C:16](C)[NH:15][N:14]=2)[N:3]=1.[CH2:19]([O:23][C:24]1[CH:29]=[CH:28][C:27]([NH2:30])=[CH:26][CH:25]=1)[CH2:20][CH2:21][CH3:22]>>[CH2:19]([O:23][C:24]1[CH:25]=[CH:26][C:27]([NH:30][C:2]2[C:11]3[C:6](=[CH:7][CH:8]=[CH:9][CH:10]=3)[CH:5]=[C:4]([NH:12][C:13]3[CH:17]=[CH:16][NH:15][N:14]=3)[N:3]=2)=[CH:28][CH:29]=1)[CH2:20][CH2:21][CH3:22]. Reported procedure: Similar procedure as described in example 273 was used, starting (1-chloro-isoquinolin-3-yl)-(5-methyl-1H-pyrazol-3-yl)-amine and 4-butoxy-phenylamine to give N1-(4-butoxy-phenyl)-N3-(1H-pyrazol-3-yl)-isoquinoline-1,3-diamine. LC-MS m/e 374(MH+). Reactants: CC(C)(C)c1ccc(N)cc1, C1CCOC1, COC(=O)C1(NC(=O)OC(C)(C)C)CCN(S(=O)(=O)c2ccc(C)cc2)CC1, CCN=C=NCCCN(C)C, CO, CN(C)c1ccncc1, CC(=O)O, O. Yields the product Cc1ccc(S(=O)(=O)N2CCC(NC(=O)OC(C)(C)C)(C(=O)Nc3ccc(C(C)(C)C)cc3)CC2)cc1. RXN SMILES: [C:45]([CH3:46])([CH3:47])([CH3:48])[c:49]1[cH:50][cH:51][c:52]([NH2:53])[cH:54][cH:55]1.[CH2:29]1[O:30][CH2:31][CH2:32][CH2:33]1.[CH3:1][O:2][C:3](=[O:4])[C:5]1([NH:21][C:22](=[O:23])[O:24][C:25]([CH3:26])([CH3:27])[CH3:28])[CH2:6][CH2:7][N:8]([S:11](=[O:12])(=[O:13])[c:14]2[cH:15][cH:16][c:17]([CH3:20])[cH:18][cH:19]2)[CH2:9][CH2:10]1.[CH3:34][CH2:35][N:36]=[C:37]=[N:38][CH2:39][CH2:40][CH2:41][N:42]([CH3:43])[CH3:44].[CH3:56][OH:57].[CH3:58][N:59]([c:60]1[cH:61][cH:62][n:63][cH:64][cH:65]1)[CH3:66].[CH3:67][C:68](=[O:69])[OH:70].[OH2:71]>>[C:3](=[O:4])([C:5]1([NH:21][C:22](=[O:23])[O:24][C:25]([CH3:26])([CH3:27])[CH3:28])[CH2:6][CH2:7][N:8]([S:11](=[O:12])(=[O:13])[c:14]2[cH:15][cH:16][c:17]([CH3:20])[cH:18][cH:19]2)[CH2:9][CH2:10]1)[NH:53][c:52]1[cH:51][cH:50][c:49]([C:45]([CH3:46])([CH3:47])[CH3:48])[cH:55][cH:54]1. Starting materials: P([O-])([O-])OC[C@@H]1[C@H](C[C@@H](O1)N1C(=O)NC(=O)C(C)=C1)N=[N+]=[N-].C(C)[NH+](CC)CC.C(C)[NH+](CC)CC (Triethylammonium 3′-azido-3′-deoxythymidine-5′-phosphite), C(Cl)(Cl)Cl.CO.O (CHCl3 MeOH H2O), COC([C@H](N)CC1=CNC2=CC=CC=C12)=O (D-tryptophan methyl ester). Product: CC1=CN(C(=O)NC1=O)[C@H]2C[C@@H]([C@H](O2)CO)N=[N+]=[N-].COC1=CC=C2NC=C(C[C@@H](N)C(=O)OP([O-])(=O)N)C2=C1 (3-Azido-3-deoxythymidine 5-methoxy-D-trytophanyl-phosphoramidate). Isolated yield 63.0%. As a reaction SMILES: [P:1]([O:4][CH2:5][C@H:6]1[O:10][C@@H:9]([N:11]2[CH:19]=[C:17]([CH3:18])[C:15](=[O:16])[NH:14][C:12]2=[O:13])[CH2:8][C@@H:7]1[N:20]=[N+:21]=[N-:22])([O-])[O-:2].C([NH+:25](CC)CC)C.C([NH+](CC)CC)C.C[O:38][C:39](=O)[C@@H:40]([CH2:42][C:43]1[C:51]2[C:46](=[CH:47][CH:48]=[CH:49][CH:50]=2)[NH:45][CH:44]=1)[NH2:41].C(Cl)(Cl)Cl.[CH3:57][OH:58].[OH2:59]>>[CH3:18][C:17]1[C:15](=[O:16])[NH:14][C:12](=[O:13])[N:11]([C@@H:9]2[O:10][C@H:6]([CH2:5][OH:4])[C@@H:7]([N:20]=[N+:21]=[N-:22])[CH2:8]2)[CH:19]=1.[CH3:57][O:58][C:49]1[CH:50]=[C:51]2[C:46]([NH:45][CH:44]=[C:43]2[CH2:42][C@H:40]([C:39]([O:38][P:1]([NH2:25])(=[O:4])[O-:2])=[O:59])[NH2:41])=[CH:47][CH:48]=1 |f:0.1.2,4.5.6,7.8|. Procedure: Compound 40 (312 mg, 0.721 mmol) and D-tryptophan methyl ester (HCl salt, 367 mg, 1.44 mmol) were subjected to a procedure similar to that described in Example 6. Flash chromatography (SiO2, 5:2:0.25 CHCl3/MeOH/H2O containing 0.5% conc. NH4OH) gave the title compound (256 mg, 63%) as a white solid. 1H NMR (D2O, 300 MHz) 7.299 (d, J=7.9 Hz, 1H), 7.182 (d, J=8.1 Hz, 1H), 7.141 (s, 1H), 6.939 (s, 1H), 6.930 (dd, J=7.0, 8.1 Hz, 1H), 6.816 (t, J=7.0 7.9 Hz, 1H), 5.773 (t, J=6.8 Hz, 1H), 3.851-3.741 (... The reactants are COC1=C(C2=C(C(CO2)=O)C=C1)\C=C/C1CCN(CC1)C(=O)OC(C)(C)C (tert-butyl (Z)-4-[2-(6-methoxy-3-oxo-2,3-dihydrobenzofuran-7-yl)vinyl]piperidine-1-carboxylate), N1N=C(C2=CC=CC=C12)C=O (1H-indazole-3-carboxaldehyde). The reagents and catalysts are N1CCCCC1 (piperidine). The solvent is CO (methanol). Run at temperature 60 celsius, time 2 hour. Yields the product N1N=C(C2=CC=CC=C12)\C=C\1/OC2=C(C1=O)C=CC(=C2\C=C/C2CCN(CC2)C(=O)OC(C)(C)C)OC (tert-butyl 4-((Z)-2-{(Z)-2-[(1H-indazol-3-yl)methylene]-6-methoxy-3-oxo-2,3-dihydrobenzofuran-7-yl}vinyl)piperidine-1-carboxylate). The yield is 77.2%. Reaction SMILES: [CH3:1][O:2][C:3]1[CH:12]=[CH:11][C:6]2[C:7](=[O:10])[CH2:8][O:9][C:5]=2[C:4]=1/[CH:13]=[CH:14]\[CH:15]1[CH2:20][CH2:19][N:18]([C:21]([O:23][C:24]([CH3:27])([CH3:26])[CH3:25])=[O:22])[CH2:17][CH2:16]1.[NH:28]1[C:36]2[C:31](=[CH:32][CH:33]=[CH:34][CH:35]=2)[C:30]([CH:37]=O)=[N:29]1>CO.N1CCCCC1>[NH:28]1[C:36]2[C:31](=[CH:32][CH:33]=[CH:34][CH:35]=2)[C:30](/[CH:37]=[C:8]2\[O:9][C:5]3[C:4](/[CH:13]=[CH:14]\[CH:15]4[CH2:20][CH2:19][N:18]([C:21]([O:23][C:24]([CH3:27])([CH3:26])[CH3:25])=[O:22])[CH2:17][CH2:16]4)=[C:3]([O:2][CH3:1])[CH:12]=[CH:11][C:6]=3[C:7]\2=[O:10])=[N:29]1. Procedure: A solution of tert-butyl (Z)-4-[2-(6-methoxy-3-oxo-2,3-dihydrobenzofuran-7-yl)vinyl]piperidine-1-carboxylate (0.0374 g, 0.100 mmol) in methanol (3 mL) was added with 1H-indazole-3-carboxaldehyde (0.0146 g, 0.100 mmol) and piperidine (5 drops), and the mixture was stirred at 60° C. for 2 hours. The reaction mixture was concentrated, and the resulting residue was purified by silica gel column chromatography (chloroform/methanol) to obtain tert-butyl 4-((Z)-2-{(Z)-2-[(1H-indazol-3-yl)methylene]-6-m... Starting materials: C(#N)C=1N=CC(=NC1NC1=C2C=CN(C2=CC=C1)C)N[C@H]1[C@H](CCCC1)NC(OC(C)(C)C)=O (tert-butyl (1S,2R)-2-(5-cyano-6-(1-methyl-1H-indol-4-ylamino)pyrazin-2-ylamino)cyclohexylcarbamate). Solvent: C(=O)(C(F)(F)F)O (TFA). Reaction conditions: time 2 hour. Yields the product N[C@@H]1[C@@H](CCCC1)NC=1N=C(C(=NC1)C#N)NC1=C2C=CN(C2=CC=C1)C (5-((1R,2S)-2-aminocyclohexylamino)-3-(1-methyl-1H-indol-4-ylamino)pyrazine-2-carbonitrile). The yield is 15.0%. Reaction SMILES: [C:1]([C:3]1[N:4]=[CH:5][C:6]([NH:20][C@@H:21]2[CH2:26][CH2:25][CH2:24][CH2:23][C@@H:22]2[NH:27]C(=O)OC(C)(C)C)=[N:7][C:8]=1[NH:9][C:10]1[CH:18]=[CH:17][CH:16]=[C:15]2[C:11]=1[CH:12]=[CH:13][N:14]2[CH3:19])#[N:2]>C(O)(C(F)(F)F)=O>[NH2:27][C@H:22]1[CH2:23][CH2:24][CH2:25][CH2:26][C@H:21]1[NH:20][C:6]1[N:7]=[C:8]([NH:9][C:10]2[CH:18]=[CH:17][CH:16]=[C:15]3[C:11]=2[CH:12]=[CH:13][N:14]3[CH3:19])[C:3]([C:1]#[N:2])=[N:4][CH:5]=1. Reported procedure: The crude tert-butyl (1S,2R)-2-(5-cyano-6-(1-methyl-1H-indol-4-ylamino)pyrazin-2-ylamino)cyclohexylcarbamate (153 mg) was dissolved in TFA (4 mL). After being stirred at room temperature for 2 h, the mixture was concentrated in vacuo. The residue was purified by HPLC to give 5-((1R,2S)-2-aminocyclohexylamino)-3-(1-methyl-1H-indol-4-ylamino)pyrazine-2-carbonitrile (18 mg). Reactants: Cc1cn(C2CC(N=[N+]=[N-])C(CO)O2)c(=O)[nH]c1=O, CCO, Cl, N=C(N)N, [Na+], [OH-]. Product: Cc1cn(C2CC(N=[N+]=[N-])C(CO)O2)c(=O)[nH]c1=O, N=C(N)N. Reaction SMILES: [CH3:1][c:2]1[cH:3][n:4]([CH:5]2[CH2:6][CH:7]([N:8]=[N+:9]=[N-:10])[CH:11]([CH2:12][OH:13])[O:14]2)[c:15](=[O:16])[nH:17][c:18]1=[O:19].[CH3:27][CH2:28][OH:29].[ClH:20].[NH2:21][C:22](=[NH:23])[NH2:24].[Na+:26].[OH-:25]>>[CH3:1][c:2]1[cH:3][n:4]([CH:5]2[CH2:6][CH:7]([N:8]=[N+:9]=[N-:10])[CH:11]([CH2:12][OH:13])[O:14]2)[c:15](=[O:16])[nH:17][c:18]1=[O:19].[NH:21]=[C:22]([NH2:23])[NH2:24].